describe an organic reaction: reactants, conditions, products, and yield From a dataset of the Open Reaction Database (ORD), a public repository of structured organic reaction records. The reactants are CCC1CC1(NC(=O)C1CC(O)CN1C(=O)C(NC(=O)OC(C)(C)C)C(C)(C)C)C(=O)O, C1CCOC1, CCOC(C)=O, COc1ccc2c(Cl)cnnc2c1. The product is CCC1CC1(NC(=O)C1CC(Oc2cnnc3cc(OC)ccc23)CN1C(=O)C(NC(=O)OC(C)(C)C)C(C)(C)C)C(=O)O. RXN SMILES: [C:1]([CH3:2])([CH3:3])([CH3:4])[O:5][C:6](=[O:7])[NH:8][CH:9]([C:10](=[O:11])[N:12]1[CH:13]([C:18](=[O:19])[NH:20][C:21]2([C:26](=[O:27])[OH:28])[CH:22]([CH2:24][CH3:25])[CH2:23]2)[CH2:14][CH:15]([OH:17])[CH2:16]1)[C:29]([CH3:30])([CH3:31])[CH3:32].[CH2:46]1[O:47][CH2:48][CH2:49][CH2:50]1.[CH3:51][CH2:52][O:53][C:54]([CH3:55])=[O:56].[Cl:33][c:34]1[cH:35][n:36][n:37][c:38]2[cH:39][c:40]([O:44][CH3:45])[cH:41][cH:42][c:43]12>>[C:1]([CH3:2])([CH3:3])([CH3:4])[O:5][C:6](=[O:7])[NH:8][CH:9]([C:10](=[O:11])[N:12]1[CH:13]([C:18](=[O:19])[NH:20][C:21]2([C:26](=[O:27])[OH:28])[CH:22]([CH2:24][CH3:25])[CH2:23]2)[CH2:14][CH:15]([O:17][c:34]2[cH:35][n:36][n:37][c:38]3[cH:39][c:40]([O:44][CH3:45])[cH:41][cH:42][c:43]23)[CH2:16]1)[C:29]([CH3:30])([CH3:31])[CH3:32]. Reaction SMILES: [CH3:24][CH2:25][OH:26].[Cl:1][c:2]1[n:3][c:4]2[n:5]([c:6](=[O:11])[c:7]1[N+:8](=[O:9])[O-:10])[n:12][c:13]([CH2:15][CH2:16][CH:17]1[CH2:18][CH2:19][CH2:20][CH2:21][CH2:22]1)[s:14]2.[NH3:23]>>[c:2]1([NH2:23])[n:3][c:4]2[n:5]([c:6](=[O:11])[c:7]1[N+:8](=[O:9])[O-:10])[n:12][c:13]([CH2:15][CH2:16][CH:17]1[CH2:18][CH2:19][CH2:20][CH2:21][CH2:22]1)[s:14]2. The product is Nc1nc2sc(CCC3CCCCC3)nn2c(=O)c1[N+](=O)[O-]. Reactants: CCO, O=c1c([N+](=O)[O-])c(Cl)nc2sc(CCC3CCCCC3)nn12, N.